This data is from the Open Reaction Database (ORD), a public repository of structured organic reaction records. The task is: describe an organic reaction: reactants, conditions, products, and yield Reactants: CCP(=O)(OC)c1cc(Oc2ccc(C(F)(F)F)cc2Cl)ccc1[N+](=O)[O-], Cl. Yields the product CCP(=O)(O)c1cc(Oc2ccc(C(F)(F)F)cc2Cl)ccc1[N+](=O)[O-]. As a reaction SMILES: [CH2:1]([CH3:2])[P:3]([O:4][CH3:5])(=[O:6])[c:7]1[c:8]([N+:25](=[O:26])[O-:27])[cH:9][cH:10][c:11]([O:13][c:14]2[c:15]([Cl:24])[cH:16][c:17]([C:20]([F:21])([F:22])[F:23])[cH:18][cH:19]2)[cH:12]1.[ClH:28]>>[CH2:1]([CH3:2])[P:3](=[O:4])([OH:6])[c:7]1[c:8]([N+:25](=[O:26])[O-:27])[cH:9][cH:10][c:11]([O:13][c:14]2[c:15]([Cl:24])[cH:16][c:17]([C:20]([F:21])([F:22])[F:23])[cH:18][cH:19]2)[cH:12]1. The reactants are C1CCOC1, O=C(Cl)c1ccc(I)cc1, [NH4+], [OH-], O. The product is NC(=O)c1ccc(I)cc1. Reaction SMILES: [CH2:14]1[O:15][CH2:16][CH2:17][CH2:18]1.[I:1][c:2]1[cH:3][cH:4][c:5]([C:6](=[O:7])[Cl:8])[cH:9][cH:10]1.[NH4+:11].[OH-:12].[OH2:13]>>[I:1][c:2]1[cH:3][cH:4][c:5]([C:6](=[O:7])[NH2:11])[cH:9][cH:10]1. Procedure: The following was added to anhydrous DMF (2 mL) sequentially: 1-(4-fluorobenzyl)-1H-indole-2-carboxylic acid (66.8 mg, 0.248 mmol), Hunig's Base (0.217 ml, 1.240 mmol), EDC (52.3 mg, 0.273 mmol), HOBT (41.8 mg, 0.273 mmol), and 1-(piperidin-4-ylmethyl)piperidine (45.2 mg, 0.248 mmol) (from SJB-2-083.) This was stirred at room temperature for 24 h with 3 Å MS. At this time, a 1:1 solution of EtOAc:Et2O was added and the solution was washed with 10% aq. Na2CO3. The organic phase was dried with MgS... The solvent is CN(C)C=O (DMF), CCOCC (Et2O), CCOC(=O)C (EtOAc). Yields the product FC1=CC=C(CN2C(=CC3=CC=CC=C23)C(=O)N2CCC(CC2)CN2CCCCC2)C=C1 ((1-(4-fluorobenzyl)-1H-indol-2-yl)(4-(piperidin-1-ylmethyl)piperidin-1-yl)methanone). Starting materials: FC1=CC=C(CN2C(=CC3=CC=CC=C23)C(=O)O)C=C1 (1-(4-fluorobenzyl)-1H-indole-2-carboxylic acid), CCN(C(C)C)C(C)C (Hunig's Base), C(CCl)Cl (EDC), C=1C=CC2=C(C1)N=NN2O (HOBT), N1CCC(CC1)CN1CCCCC1 (1-(piperidin-4-ylmethyl)piperidine). The yield is 53.9%. Reaction SMILES: [F:1][C:2]1[CH:20]=[CH:19][C:5]([CH2:6][N:7]2[C:15]3[C:10](=[CH:11][CH:12]=[CH:13][CH:14]=3)[CH:9]=[C:8]2[C:16](O)=[O:17])=[CH:4][CH:3]=1.CCN(C(C)C)C(C)C.C(Cl)CCl.C1C=CC2N(O)N=NC=2C=1.[NH:44]1[CH2:49][CH2:48][CH:47]([CH2:50][N:51]2[CH2:56][CH2:55][CH2:54][CH2:53][CH2:52]2)[CH2:46][CH2:45]1>CCOCC.CCOC(C)=O.CN(C=O)C>[F:1][C:2]1[CH:3]=[CH:4][C:5]([CH2:6][N:7]2[C:15]3[C:10](=[CH:11][CH:12]=[CH:13][CH:14]=3)[CH:9]=[C:8]2[C:16]([N:44]2[CH2:45][CH2:46][CH:47]([CH2:50][N:51]3[CH2:56][CH2:55][CH2:54][CH2:53][CH2:52]3)[CH2:48][CH2:49]2)=[O:17])=[CH:19][CH:20]=1. Reactants: C(C)[Si](O[C@H](CC=O)C=1C=C2C=CC=NC2=CC1)(CC)CC ((3R)-3-(triethylsilyloxy)-3-(6-quinolyl)propanal), solution, C(CCC)[Li] (n-butyllithium), solution, C[Si]([N-][Si](C)(C)C)(C)C.[Na+] (sodium hexamethyldisilazide), II (iodine). The reagents and catalysts are [I-].C(C)[P+](C1=CC=CC=C1)(C1=CC=CC=C1)C1=CC=CC=C1 (ethyltriphenylphosphonium iodide). Solvent: O1CCCC1 (tetrahydrofuran), O1CCCC1 (tetrahydrofuran), CCOCC (ether), O1CCCC1 (tetrahydrofuran). Run at temperature -78 celsius, time 5 minute. Product: IC(C)=CC[C@@H](O[Si](CC)(CC)CC)C=1C=C2C=CC=NC2=CC1 ((5R)-2-iodo-5-(6-quinolyl)-5-(triethylsilyloxy)-2-pentene). Reaction SMILES: [CH2:1]([Li])[CH2:2][CH2:3][CH3:4].[I:6]I.C[Si](C)(C)[N-][Si](C)(C)C.[Na+].[CH2:18]([Si:20]([CH2:38][CH3:39])([CH2:36][CH3:37])[O:21][C@@H:22]([C:26]1[CH:27]=[C:28]2[C:33](=[CH:34][CH:35]=1)[N:32]=[CH:31][CH:30]=[CH:29]2)CC=O)[CH3:19]>[I-].C([P+](C1C=CC=CC=1)(C1C=CC=CC=1)C1C=CC=CC=1)C.O1CCCC1.CCOCC>[I:6][C:3](=[CH:2][CH2:1][C@H:22]([C:26]1[CH:27]=[C:28]2[C:33](=[CH:34][CH:35]=1)[N:32]=[CH:31][CH:30]=[CH:29]2)[O:21][Si:20]([CH2:38][CH3:39])([CH2:36][CH3:37])[CH2:18][CH3:19])[CH3:4] |f:2.3,5.6|. Procedure: A suspension of ethyltriphenylphosphonium iodide (7.9 gm) in 150 mL of tetrahydrofuran is treated with a 2.5 M solution of n-butyllithium (7.17 mL) at ambient temperature. The resulting red solution is transferred via cannula into a vigorously stirred solution of iodine (4.54 gm) in 150 mL of tetrahydrofuran cooled to −78° C. The resulting suspension is stirred for 5 minutes, then gradually warmed to −30° C. A 1.0 M solution of sodium hexamethyldisilazide (17.3 mL) is then added dropwise to form... The reactants are COC=1C=CC(=C(C(=O)O)C1)C(C1=C(C=CC=C1)OC)=O (5-methoxy-2-(2-methoxybenzoyl)benzoic acid), O.NN (hydrazine hydrate). Product: COC1=CC=C2C(=NNC(C2=C1)=O)C1=C(C=CC=C1)OC (7-Methoxy-4-(2-methoxyphenyl)-2H-phthalazin-1-one). RXN SMILES: [CH3:1][O:2][C:3]1[CH:4]=[CH:5][C:6]([C:12](=O)[C:13]2[CH:18]=[CH:17][CH:16]=[CH:15][C:14]=2[O:19][CH3:20])=[C:7]([CH:11]=1)[C:8](O)=[O:9].O.[NH2:23][NH2:24]>>[CH3:1][O:2][C:3]1[CH:11]=[C:7]2[C:6]([C:12]([C:13]3[CH:18]=[CH:17][CH:16]=[CH:15][C:14]=3[O:19][CH3:20])=[N:23][NH:24][C:8]2=[O:9])=[CH:5][CH:4]=1 |f:1.2|. Procedure: This compound is obtained according to the procedure described in 1.2. by reacting unpurified 5-methoxy-2-(2-methoxybenzoyl)benzoic acid with hydrazine hydrate. The reactants are CC(C)(C)N(C([O-])=O)C1=C(C(=CC(=C1)Cl)C#CC(C)(C)O)C (1,1-dimethylethyl[5-chloro-3-(3-hydroxy-3-methylbut-1-yn-1-yl)-2-methylphenyl]carbamate), C([O-])([O-])=O.[K+].[K+] (potassium carbonate), C1COCCOCCOCCOCCOCCO1 (18-crown-6), C1(=CC=CC=C1)C (toluene). Yields the product ClC=1C=C(C(=C(C1)NC(OC(C)(C)C)=O)C)C#C (1,1-dimethylethyl (5-chloro-3-ethynyl-2-methylphenyl)carbamate). Isolated yield 58.0%. Reaction SMILES: CC([N:5]([C:9]1[CH:14]=[C:13]([Cl:15])[CH:12]=[C:11]([C:16]#[C:17]C(O)(C)C)[C:10]=1[CH3:22])[C:6](=[O:8])[O-:7])(C)C.C(=O)([O-])[O-].[K+].[K+].C1OCCOCCOCCOCCOCCOC1.[C:47]1([CH3:53])[CH:52]=CC=C[CH:48]=1>>[Cl:15][C:13]1[CH:12]=[C:11]([C:16]#[CH:17])[C:10]([CH3:22])=[C:9]([NH:5][C:6](=[O:8])[O:7][C:47]([CH3:53])([CH3:52])[CH3:48])[CH:14]=1 |f:1.2.3|. Procedure details: To a solution of 1,1-dimethylethyl[5-chloro-3-(3-hydroxy-3-methylbut-1-yn-1-yl)-2-methylphenyl]carbamate (504 mg 1.56 mmol) in toluene (3 mL) was added potassium carbonate (215 mg, 1.56 mmol) and 18-crown-6 (82 mg, 0.31 mmol). The mixture was stirred at reflux for 5 hours, then was cooled to room temperature and partitioned between water and ethyl acetate. The aqueous portion was extracted twice with ethyl acetate. The combined organic portions were washed with brine, dried over sodium sulfate, ...